From a dataset of the Open Reaction Database (ORD), a public repository of structured organic reaction records. describe an organic reaction: reactants, conditions, products, and yield Reactants: C(C1=CC=CC=C1)=O (benzaldehyde), O.C1CCOC1 (H2O THF). Reagents/catalysts: [Ti] (titanium). Run in C(C)OCC (diethyl ether). Run at temperature -74 celsius, time 2 hour. The product is C1(=CC=CC=C1)[C@@H](CC=C)O ((R)-1-phenyl-3-buten-1 -ol). Yield: 66.0%. RXN SMILES: [CH:1](=[O:8])[C:2]1[CH:7]=[CH:6][CH:5]=[CH:4][CH:3]=1.O.[CH2:10]1[CH2:14]OC[CH2:11]1>C(OCC)C.[Ti]>[C:2]1([C@H:1]([OH:8])[CH2:14][CH:10]=[CH2:11])[CH:7]=[CH:6][CH:5]=[CH:4][CH:3]=1 |f:1.2|. Procedure details: A solution of 2.25 mmol of the titanium compound of Example 1b in 120 ml of diethyl ether is cooled to -74° C. and 0.2 ml (2.0 mmol) of freshly distilled benzaldehyde is added. The beige suspension is stirred for a further 2 hours at -74° C. and 5 ml of a 5N H2O/THF solution are added. The beige suspension is warmed to RT, stirred for a further hour at this temperature, filtered with suction and concentrated on a rotary evaporator. The crude product (1.53 g of yellow-brown oil) is flash-chromato... Run at time 30 hour. Starting materials: COC1(CC(C(=O)C2=CC=CC=C2)=CC=C1)OC (3,3-dimethoxybenzophenone), ClP(OCC)(OCC)=O (diethyl chlorophosphonate), C(C(=O)O)(=O)O (oxalic acid), C(C)(C)NC(C)C (diisopropylamine), C(CCC)[Li] (n-butyl lithium). As a reaction SMILES: CO[C:3]1([O:17][CH3:18])[CH:16]=[CH:15][CH:14]=[C:5]([C:6]([C:8]2[CH:13]=[CH:12][CH:11]=[CH:10][CH:9]=2)=O)[CH2:4]1.C(NC(C)C)(C)C.C([Li])CCC.[C:31]([OH:36])(=O)[C:32](O)=O.ClP(=O)(OCC)[O:39][CH2:40]C>CCCCCC.C(N=CC)(C)(C)C.O1CCCC1>[CH3:40][O:39][C:12]1[CH:13]=[C:8]([C:6]([C:5]2[CH:14]=[CH:15][CH:16]=[C:3]([O:17][CH3:18])[CH:4]=2)=[CH:32][CH:31]=[O:36])[CH:9]=[CH:10][CH:11]=1. Solvent: O1CCCC1 (tetrahydrofurane), C(C)(C)(C)N=CC (acetaldehyde N-tertbutylimine), CCCCCC (hexane). The product is COC=1C=C(C=CC1)C(=CC=O)C1=CC(=CC=C1)OC (3,3-bis(3-methoxyphenyl)-2-propenal). Procedure: The compound was prepared according to the procedure described in Example 84 except that the reaction was worked up after 30 hours. The following reagents were used: 3,3-dimethoxybenzophenone (48.5 g), diisopropylamine (64.4 mL). 1.55M n-butyl lithium in hexane (286 mL), acetaldehyde N-tertbutylimine (29.5 mL), diethyl chlorophosphonate (33.2 mL) and tetrahydrofurane (400 mL). The work up varied only in that the oxalic acid catalyzed hydrolysis was done at 85° C. over two hours, furnished 53 g o... Starting materials: COC=1C=CC2=C(CCN(CC2=C)C(C(F)(F)F)=O)N1 (2-methoxy-5-methylene-7-(trifluoroacetyl)-6,7,8,9-tetrahydro-5H-pyrido[2,3-d]azepine). The reagents and catalysts are [Pd] (Pd/C). Solvent: CO (MeOH). Run at time 2 hour. Yields the product COC=1C=CC2=C(CCN(CC2C)C(C(F)(F)F)=O)N1 (2-methoxy-5-methyl-7-(trifluoroacetyl)-6,7,8,9-tetrahydro-5H-pyrido[2,3-d]azepine). Isolated yield 98.3%. Reaction SMILES: [CH3:1][O:2][C:3]1[CH:4]=[CH:5][C:6]2[C:12](=[CH2:13])[CH2:11][N:10]([C:14](=[O:19])[C:15]([F:18])([F:17])[F:16])[CH2:9][CH2:8][C:7]=2[N:20]=1>[Pd].CO>[CH3:1][O:2][C:3]1[CH:4]=[CH:5][C:6]2[CH:12]([CH3:13])[CH2:11][N:10]([C:14](=[O:19])[C:15]([F:18])([F:16])[F:17])[CH2:9][CH2:8][C:7]=2[N:20]=1. Procedure: A mixture of 2-methoxy-5-methylene-7-(trifluoroacetyl)-6,7,8,9-tetrahydro-5H-pyrido[2,3-d]azepine (495 mg, 1.73 mmol), 10% Pd/C (60 mg) and MeOH (40 ml) was stirred under a H2 atmosphere (1 atm) for 2 h at ambient temperature. Filtration and concentration of the filtrate in vacuo gave 490 mg (98%) of 2-methoxy-5-methyl-7-(trifluoroacetyl)-6,7,8,9-tetrahydro-5H-pyrido[2,3-d]azepine. 1H-NMR (DMSO-d6) δ 7.52 (d, 1H), 6.65 (m, 1H), 3.94-3.73 (m, 5H), 3.65-3.44 (m, 2H), 3.24-3.05 (m, 3H), 1.20 (m, 3H... Reactants: CC1=CC=C(C=C1)S(=O)(=O)NCCCCOC1=CC=C(C=C1)C#N (4-Methyl-N-[4-(4-cyanophenyloxy)butyl]benzenesulfonamide), [N-]=[N+]=[N-].[Na+] (sodium azide), [Cl-].[NH4+] (ammonium chloride), CN(C=O)C (dimethylformamide), resultant solution. Solvent: O (water), C(C)(=O)O (acetic acid). Conditions: time 16 hour. Product: CC1=CC=C(C=C1)S(=O)(=O)NCCCCOC1=CC=C(C=C1)C1=NN=NN1 (4-Methyl-N-[4-[4-(1H-tetrazol-5-yl)phenoxy]butyl]benzenesulfonamide). Reaction SMILES: [CH3:1][C:2]1[CH:7]=[CH:6][C:5]([S:8]([NH:11][CH2:12][CH2:13][CH2:14][CH2:15][O:16][C:17]2[CH:22]=[CH:21][C:20]([C:23]#[N:24])=[CH:19][CH:18]=2)(=[O:10])=[O:9])=[CH:4][CH:3]=1.[N-:25]=[N+:26]=[N-:27].[Na+].[Cl-].[NH4+].CN(C)C=O>C(O)(=O)C.O>[CH3:1][C:2]1[CH:3]=[CH:4][C:5]([S:8]([NH:11][CH2:12][CH2:13][CH2:14][CH2:15][O:16][C:17]2[CH:18]=[CH:19][C:20]([C:23]3[NH:27][N:26]=[N:25][N:24]=3)=[CH:21][CH:22]=2)(=[O:9])=[O:10])=[CH:6][CH:7]=1 |f:1.2,3.4|. Procedure details: A mixture of 3.4 g of 4-methyl-N-[4-(4-cyanophenoxy)butyl]benzenesulfonamlde (Example 53), 1.3 g of sodium azide, 1.5 g of ammonium chloride, and 25 ml of dimethylformamide is stirred at 120°-130° C. (oil bath) for 16 hours. The reaction mixture is added to 200 ml of water and the resultant solution then acidified to pH 4-5 with acetic acid. The precipitate that forms is collected, washed with water, dried and recrystallized from boiling ethanol. Cooling gives the pure compound, m.p. 180°-182° C... The reactants are C(C)OC(=O)C=1C(C=2C=C3C(=NC2N(C1)C)C(=C(C(=C3)F)F)F)=O (3-ethoxycarbonyl-7,8,9-trifluoro-1-methyl-4-oxo-1,4-dihydrobenzo[b][1,8]naphthyridine), O1C(=CC=C1)C1NCCNC1 ((RS)-2-(2-furyl)piperazine). The product is C(C)OC(=O)C=1C(C=2C=C3C(=NC2N(C1)C)C(=C(C(=C3)F)N3CC(NCC3)C=3OC=CC3)F)=O ((RS)-3-Ethoxycarbonyl-7,9-difluoro-8-[3-(2-furyl)-1-piperazinyl]-1-methyl-4-oxo-1,4-dihydrobenzo[b][1,8]naphthyridine). Yield: 66.7%. RXN SMILES: [CH2:1]([O:3][C:4]([C:6]1[C:7](=[O:24])[C:8]2[CH:9]=[C:10]3[CH:20]=[C:19]([F:21])[C:18](F)=[C:17]([F:23])[C:11]3=[N:12][C:13]=2[N:14]([CH3:16])[CH:15]=1)=[O:5])[CH3:2].[O:25]1[CH:29]=[CH:28][CH:27]=[C:26]1[CH:30]1[CH2:35][NH:34][CH2:33][CH2:32][NH:31]1>>[CH2:1]([O:3][C:4]([C:6]1[C:7](=[O:24])[C:8]2[CH:9]=[C:10]3[CH:20]=[C:19]([F:21])[C:18]([N:34]4[CH2:33][CH2:32][NH:31][CH:30]([C:26]5[O:25][CH:29]=[CH:28][CH:27]=5)[CH2:35]4)=[C:17]([F:23])[C:11]3=[N:12][C:13]=2[N:14]([CH3:16])[CH:15]=1)=[O:5])[CH3:2]. Reported procedure: (RS)-3-Ethoxycarbonyl-7,9-difluoro-8-[3-(2-furyl)-1-piperazinyl]-1-methyl-4-oxo-1,4-dihydrobenzo[b][1,8]naphthyridine was prepared under the conditions of Example 39, but starting with 3-ethoxycarbonyl-7,8,9-trifluoro-1-methyl-4-oxo-1,4-dihydrobenzo[b][1,8]naphthyridine (1.85 g) and (RS)-2-(2-furyl)piperazine (1 g). After concentration of the combined organic extracts under reduced pressure (20 kPa, approximately 40° C.), the residual solid is recrystallized in ethanol (100 cc). (RS)-3-Ethoxycar...